This data is from the Open Reaction Database (ORD), a public repository of structured organic reaction records. The task is: describe an organic reaction: reactants, conditions, products, and yield The reactants are oil, [OH-].[Na+] (sodium hydroxide), C(C1=CC=CC=C1)=O (benzaldehyde), Cl.N12CC(C(CC1)CC2)=O (quinuclidine-3-one hydrochloride), [OH-].[Na+] (sodium hydroxide). The solvent is C(C)O (ethanol), O (water). The product is C(C1=CC=CC=C1)=C1N2CCC(C1=O)CC2 (2-Benzylidene quinuclidine-3-one). As a reaction SMILES: Cl.[N:2]12[CH2:9][CH2:8][CH:5]([CH2:6][CH2:7]1)[C:4](=[O:10])[CH2:3]2.[OH-].[Na+].[CH:13](=O)[C:14]1[CH:19]=[CH:18][CH:17]=[CH:16][CH:15]=1>O.C(O)C>[CH:13](=[C:3]1[C:4](=[O:10])[CH:5]2[CH2:8][CH2:9][N:2]1[CH2:7][CH2:6]2)[C:14]1[CH:19]=[CH:18][CH:17]=[CH:16][CH:15]=1 |f:0.1,2.3|. Procedure: To quinuclidine-3-one hydrochloride (Aldrich Chemical Co.) (49.9 g) in water (200 ml) was added sodium hydroxide (12.5 g, 0.310 mol). The aqueous layer was extracted with dichloromethane (2×200 ml) and the combined organic layers dired (Na2CO3), filtered, and evaporated in vacuo to give a colourless oil. The oil (38.64 g) was dissolved in ethanol (400 ml) and sodium hydroxide (3 g) added, followed by benzaldehyde (32.8 g). The reaction mixture was heated at reflux for 2 h. On cooling the product... Starting materials: FC(OC1=CC=C(C=C1)S(=O)(=O)NC=1C=NC=2CCCC(C2C1)NC(CC)=O)(F)F (N-[3-(4-trifluoromethoxy-benzenesulfonylamino)-5,6,7,8-tetrahydro-quinolin-5-yl]-propionamide), B.C1CCOC1 (BH3.THF). Run in C1CCOC1 (THF). Yields the product C(CC)NC1C=2C=C(C=NC2CCC1)NS(=O)(=O)C1=CC=C(C=C1)OC(F)(F)F (N-(5-Propylamino-5,6,7,8-tetrahydro-quinolin-3-yl)-4-trifluoromethoxy-benzenesulfonamide). Yield: 56.9%. Reaction SMILES: [F:1][C:2]([F:30])([F:29])[O:3][C:4]1[CH:9]=[CH:8][C:7]([S:10]([NH:13][C:14]2[CH:15]=[N:16][C:17]3[CH2:18][CH2:19][CH2:20][CH:21]([NH:24][C:25](=O)[CH2:26][CH3:27])[C:22]=3[CH:23]=2)(=[O:12])=[O:11])=[CH:6][CH:5]=1.B.C1COCC1>C1COCC1>[CH2:25]([NH:24][CH:21]1[CH2:20][CH2:19][CH2:18][C:17]2[N:16]=[CH:15][C:14]([NH:13][S:10]([C:7]3[CH:6]=[CH:5][C:4]([O:3][C:2]([F:30])([F:29])[F:1])=[CH:9][CH:8]=3)(=[O:12])=[O:11])=[CH:23][C:22]1=2)[CH2:26][CH3:27] |f:1.2|. Reported procedure: Following the same procedure as described previously, N-[3-(4-trifluoromethoxy-benzenesulfonylamino)-5,6,7,8-tetrahydro-quinolin-5-yl]-propionamide (120 mg, 0.27 mmol) in THF (10 ml) was treated with 1M BH3.THF (2.7 ml). Purification of the crude product by flash column chromatography (heptane:ethyl acetate, 1:2) provides the title compound (66 mg, 57%) as a white solid.